From a dataset of the Open Reaction Database (ORD), a public repository of structured organic reaction records. describe an organic reaction: reactants, conditions, products, and yield Conditions: time 15 hour. Procedure details: In 10 ml of dried toluene was dissolved 5 mmol of (E)-2-cyclopentadecenone, and the solution was added dropwise to the above solution, followed by allowing the reaction to proceed at -78° C. to -60° C. for 15 hours. Thereafter, the same procedures as in Example 14 were followed to obtain muscone having an optical rotation of +11.8° (at 21° C., c 5.13, MeOH) and an optical purity of 100 %ee in a chemical yield of 90 mol %. Reactants: CO (MeOH), C1(\C=C\CCCCCCCCCCCC1)=O ((E)-2-cyclopentadecenone). Yields the product CC1CCCCCCCCCCCCC(=O)C1 (muscone). The solvent is C1(=CC=CC=C1)C (toluene). As a reaction SMILES: [C:1]1(=[O:16])[CH2:15][CH2:14][CH2:13][CH2:12][CH2:11][CH2:10][CH2:9][CH2:8][CH2:7][CH2:6][CH2:5][CH2:4][CH:3]=[CH:2]1.[CH3:17]O>C1(C)C=CC=CC=1>[CH3:17][CH:14]1[CH2:15][C:1](=[O:16])[CH2:2][CH2:3][CH2:4][CH2:5][CH2:6][CH2:7][CH2:8][CH2:9][CH2:10][CH2:11][CH2:12][CH2:13]1.